Dataset: the Open Reaction Database (ORD), a public repository of structured organic reaction records. Task: describe an organic reaction: reactants, conditions, products, and yield Reactants: NC=1C=C(C=CC1)CCO (2-(3-Aminophenyl)ethanol), CC=1SC(=C(N1)C)C(=O)O (2,4-dimethyl-1,3-thiazole-5-carboxylic acid), Cl.CN(CCCN=C=NCC)C (1-(3-dimethylaminopropyl)-3-ethylcarbodiimide hydrochloride), ON1N=NC2=C1C=CC=C2 (1-hydroxybenzotriazole). Run in CN(C)C=O (DMF). Conditions: time 14 hour. The product is OCCC=1C=C(C=CC1)NC(=O)C1=C(N=C(S1)C)C (N-[3-(2-hydroxyethyl)phenyl]-2,4-dimethyl-1,3-thiazole-5-carboxamide). The yield is 73.0%. As a reaction SMILES: [NH2:1][C:2]1[CH:3]=[C:4]([CH2:8][CH2:9][OH:10])[CH:5]=[CH:6][CH:7]=1.[CH3:11][C:12]1[S:13][C:14]([C:18](O)=[O:19])=[C:15]([CH3:17])[N:16]=1.Cl.CN(C)CCCN=C=NCC.ON1C2C=CC=CC=2N=N1>CN(C=O)C>[OH:10][CH2:9][CH2:8][C:4]1[CH:3]=[C:2]([NH:1][C:18]([C:14]2[S:13][C:12]([CH3:11])=[N:16][C:15]=2[CH3:17])=[O:19])[CH:7]=[CH:6][CH:5]=1 |f:2.3|. Reported procedure: 2-(3-Aminophenyl)ethanol (1.202 g, 8.76 mmol) was added to a solution of 2,4-dimethyl-1,3-thiazole-5-carboxylic acid (1.652 g, 10.51 mmol), 1-(3-dimethylaminopropyl)-3-ethylcarbodiimide hydrochloride (2.015 g, 10.51 mmol) and 1-hydroxybenzotriazole (1.420 g, 10.51 mmol) in dry DMF (20 mL). The mixture was stirred for 14 h then the DMF was removed under reduced pressure and the residue was partitioned between DCM and saturated aqueous sodium hydrogencarbonate solution. The organic layer was dried... The reactants are I.C(N)(S)=S (dithiocarbamate hydriodide), CC=1N=CNC1CSCCN (4-methyl-5-((2-aminoethyl)thiomethyl)imidazole), [Na] (sodium). Solvent: C(C)O (ethanol). Yields the product CC=1N=CNC1CSCCNC(=S)NCCSCC1=C(N=CN1)C (N,N'-bis-[2-((4-Methyl-5-imidazolyl)methylthio)ethyl]thiourea). RXN SMILES: I.[C:2](=[S:5])(S)[NH2:3].[CH3:6][C:7]1[N:8]=[CH:9][NH:10][C:11]=1[CH2:12][S:13][CH2:14][CH2:15][NH2:16].[Na]>C(O)C>[CH3:6][C:7]1[N:8]=[CH:9][NH:10][C:11]=1[CH2:12][S:13][CH2:14][CH2:15][NH:16][C:2]([NH:3][CH2:15][CH2:14][S:13][CH2:12][C:11]1[NH:10][CH:9]=[N:8][C:7]=1[CH3:6])=[S:5] |f:0.1,^1:16|. Procedure: A solution prepared from S-methyl-N-[2-((4-methyl-5-imidazolyl)methylthio))ethyl]dithiocarbamate hydriodide (15.6 g.), 4-methyl-5-((2-aminoethyl)thiomethyl)imidazole (6.8 g.) in ethanol (200 ml.) containing sodium (0.9 g.) was heated under reflux for 8 hours. Concentration followed by chromatographic purification of the product on a column of silica gel with ethyl acetate-isopropyl alcohol (5:1) as eluant gave the title compound which was converted to the dihydrochloride (2.5g., m.p. 115°- 120° ... Starting materials: [N+](=O)([O-])C=1C(=NC=CC1)NC1=CC(=CC=C1)\C=C\C=1C=NC=CC1 (3-nitro-2-[3-[(E)-2-(3-pyridyl)vinyl]phenylamino]pyridine), ClC1=CC(=CC=C1)C(=O)OO (m-chloroperbenzoic acid), C([O-])(O)=O.[Na+] (sodium bicarbonate). The solvent is ClCCl (dichloromethane). Reaction conditions: time 1 hour. Product: [N+](=O)([O-])C=1C(=NC=CC1)NC1=CC(=CC=C1)\C=C\C=1C=[N+](C=CC1)[O-] (3-nitro-2-[3-[(E)-2-(1-oxido-3-pyridyl)vinyl]phenylamino]pyridine). Isolated yield 64.8%. Reaction SMILES: [N+:1]([C:4]1[C:5]([NH:10][C:11]2[CH:16]=[CH:15][CH:14]=[C:13](/[CH:17]=[CH:18]/[C:19]3[CH:20]=[N:21][CH:22]=[CH:23][CH:24]=3)[CH:12]=2)=[N:6][CH:7]=[CH:8][CH:9]=1)([O-:3])=[O:2].ClC1C=CC=C(C(OO)=[O:33])C=1.C(=O)(O)[O-].[Na+]>ClCCl>[N+:1]([C:4]1[C:5]([NH:10][C:11]2[CH:16]=[CH:15][CH:14]=[C:13](/[CH:17]=[CH:18]/[C:19]3[CH:20]=[N+:21]([O-:33])[CH:22]=[CH:23][CH:24]=3)[CH:12]=2)=[N:6][CH:7]=[CH:8][CH:9]=1)([O-:3])=[O:2] |f:2.3|. Procedure details: To a solution of 3-nitro-2-[3-[(E)-2-(3-pyridyl)vinyl]phenylamino]pyridine (2.22 g) in dichloromethane (70 ml) was added m-chloroperbenzoic acid (1.81 g). The mixture was stirred at room temperature for 1 hour, then poured into aqueous sodium bicarbonate and extracted with chloroform. The organic solution was washed with aqueous sodium bicarbonate and brine, dried over magnesium sulfate and concentrated. The residue was chromatographed on silica gel column (8% methanol in chloroform) to give 3-n... Starting materials: CS(=O)(=O)C1=C(C(=C(C(=O)O)C=C1)C)COC (4-methanesulfonyl-3-methoxymethyl-2-methylbenzoic acid), C1(CCCCC1)N=C=NC1CCCCC1 (N,N'-dicyclohexylcarbodiimide), C([O-])([O-])=O.[K+].[K+] (potassium carbonate), C(C)N1N=CC=C1O (1-ethyl-5-hydroxypyrazole). Solvent: C(C)(C)(CC)O (t-amyl alcohol), C(C)(C)(CC)O (t-amyl alcohol). Yields the product C(C)N1N=CC(=C1O)C(C1=C(C(=C(C=C1)S(=O)(=O)C)COC)C)=O (1-ethyl-5-hydroxy-4-(4-methanesulfonyl-3-methoxymethyl-2-methylbenzoyl)pyrazole). Yield: 65.3%. RXN SMILES: [CH2:1]([N:3]1[C:7]([OH:8])=[CH:6][CH:5]=[N:4]1)[CH3:2].[CH3:9][S:10]([C:13]1[CH:21]=[CH:20][C:16]([C:17](O)=[O:18])=[C:15]([CH3:22])[C:14]=1[CH2:23][O:24][CH3:25])(=[O:12])=[O:11].C1(N=C=NC2CCCCC2)CCCCC1.C(=O)([O-])[O-].[K+].[K+]>C(O)(CC)(C)C>[CH2:1]([N:3]1[C:7]([OH:8])=[C:6]([C:17](=[O:18])[C:16]2[CH:20]=[CH:21][C:13]([S:10]([CH3:9])(=[O:12])=[O:11])=[C:14]([CH2:23][O:24][CH3:25])[C:15]=2[CH3:22])[CH:5]=[N:4]1)[CH3:2] |f:3.4.5|. Procedure details: 1.12 g (0.01 mol) of 1-ethyl-5-hydroxypyrazole is dissolved in 30 ml of t-amyl alcohol, and then 2.59 g (0.01 mol) of 4-methanesulfonyl-3-methoxymethyl-2-methylbenzoic acid, 2.06 g (0.01 mol) of N,N'-dicyclohexylcarbodiimide and 0.69 g (0.005 mol) of anhydrous potassium carbonate were sequentially added thereto. The mixture was reacted at a temperature of from 80° to 90° C. for 8 hours under stirring. After completion of the reaction, t-amyl alcohol was distilled off under reduced pressure, and ... Starting materials: C1CCNC1, CC(=O)CC(=O)Nc1ccc([N+](=O)[O-])cc1, c1ccccc1. The product is CC(=CC(=O)Nc1ccc([N+](=O)[O-])cc1)N1CCCC1. Reaction SMILES: [CH2:17]1[CH2:18][CH2:19][NH:20][CH2:21]1.[N+:1](=[O:2])([O-:3])[c:4]1[cH:5][cH:6][c:7]([NH:10][C:11]([CH2:12][C:13]([CH3:14])=[O:15])=[O:16])[cH:8][cH:9]1.[cH:22]1[cH:23][cH:24][cH:25][cH:26][cH:27]1>>[N+:1](=[O:2])([O-:3])[c:4]1[cH:5][cH:6][c:7]([NH:10][C:11]([CH:12]=[C:13]([CH3:14])[N:20]2[CH2:19][CH2:18][CH2:17][CH2:21]2)=[O:16])[cH:8][cH:9]1. Starting materials: [O-]CC.[Na+] (sodium ethoxide), C(C1=CC=CC=C1)OC=1C=C(C=CC1)C(C(=O)O)NC(=O)C1CCC1 ((3-benzyloxy-phenyl)-(cyclobutanecarbonyl-amino)-acetic acid), N1=CC=CC=C1 (pyridine), C(C)OC(C(=O)Cl)=O (chloro-oxo-acetic acid ethyl ester). Reagents/catalysts: CN(C)C=1C=CN=CC1 (DMAP). Run in CCO (EtOH), CCO (EtOH), C1CCOC1 (THF). The product is C(C)OC(C(C(NC(=O)C1CCC1)C1=CC(=CC=C1)OCC1=CC=CC=C1)=O)=O (3-(3-benzyloxy-phenyl)-3-(cyclobutanecarbonyl-amino)-2-oxo-propionic acid ethyl ester). As a reaction SMILES: [CH2:1]([O:8][C:9]1[CH:10]=[C:11]([CH:15]([NH:19][C:20]([CH:22]2[CH2:25][CH2:24][CH2:23]2)=[O:21])C(O)=O)[CH:12]=[CH:13][CH:14]=1)[C:2]1[CH:7]=[CH:6][CH:5]=[CH:4][CH:3]=1.N1C=CC=CC=1.[CH2:32]([O:34][C:35](=[O:39])[C:36](Cl)=[O:37])[CH3:33].[O-]CC.[Na+]>CN(C1C=CN=CC=1)C.C1COCC1.CCO>[CH2:32]([O:34][C:35](=[O:39])[C:36](=[O:37])[CH:15]([C:11]1[CH:12]=[CH:13][CH:14]=[C:9]([O:8][CH2:1][C:2]2[CH:7]=[CH:6][CH:5]=[CH:4][CH:3]=2)[CH:10]=1)[NH:19][C:20]([CH:22]1[CH2:25][CH2:24][CH2:23]1)=[O:21])[CH3:33] |f:3.4|. Procedure details: A slurry of (3-benzyloxy-phenyl)-(cyclobutanecarbonyl-amino)-acetic acid (4.77 g, 14.1 mmol), pyridine (3.4 mL, 42.2 mmol) and DMAP (cat.) in anhydrous THF (26 mL) was charged dropwise with chloro-oxo-acetic acid ethyl ester (3.13 mL, 28.1 mmol) and heated to reflux for 1.5 h. The white precipitate was filtered through a fritted glass Buchner funnel into a flask containing H2O and EtOAc and the aqueous phase was separated from the organic phase. The aqueous was washed with EtOAc (3×) and the com... Starting materials: Cl.Cl.Cl.NCCCC(CCCNC(C(OC)NC(CCCCCCNC(=N)N)=O)=O)N (N-[4-(3-aminopropyl)-aminobutyl]-2-(7-guanidinoheptanamido)-2-methoxyethanamide trihydrochloride), Cl.Cl.Cl.NCCCNCCCCNC(C(O)NC(CCCCCCNC(=N)N)=O)=O (N-[4-(3-aminopropyl)aminobutyl]-2-(7-guanidinoheptanamido)-2-hydroxyethanamide trihydrochloride), Cl.CO (hydrogen chloride methanol). Solvent: CO (methanol). Conditions: time 15 hour. The product is NCCCNCCCCNC(C(OC)NC(CCCCCCNC(=N)N)=O)=O (N-[4-(3-aminopropyl)aminobutyl]-2-(7-guanidinoheptanamido)-2-methoxyethanamide). Yield: 64.0%. As a reaction SMILES: Cl.Cl.Cl.[NH2:4][CH2:5][CH2:6][CH2:7][NH:8][CH2:9][CH2:10][CH2:11][CH2:12][NH:13][C:14](=[O:30])[CH:15]([NH:17][C:18](=[O:29])[CH2:19][CH2:20][CH2:21][CH2:22][CH2:23][CH2:24][NH:25][C:26]([NH2:28])=[NH:27])[OH:16].Cl.CO.Cl.Cl.Cl.N[CH2:38]CCC(N)CCCNC(=O)C(NC(=O)CCCCCCNC(N)=N)OC>CO>[NH2:4][CH2:5][CH2:6][CH2:7][NH:8][CH2:9][CH2:10][CH2:11][CH2:12][NH:13][C:14](=[O:30])[CH:15]([NH:17][C:18](=[O:29])[CH2:19][CH2:20][CH2:21][CH2:22][CH2:23][CH2:24][NH:25][C:26]([NH2:28])=[NH:27])[O:16][CH3:38] |f:0.1.2.3,4.5,6.7.8.9|. Procedure: To a solution of 920 mg (1.85 mmoles) of N-[4-(3-aminopropyl)aminobutyl]-2-(7-guanidinoheptanamido)-2-hydroxyethanamide trihydrochloride in 20 ml of anhydrous methanol was added 2 ml of 2N hydrogen chloride-methanol. The mixture was stirred at room temperature for 15 hours. The reaction mixture was concentrated under reduced pressure and the resulting white powder was dissolved in 15 ml of water. The aqueous solution was adjusted to pH 6 with 1N aqueous sodium hydroxide solution, then passed thr...